describe an organic reaction: reactants, conditions, products, and yield From a dataset of the Open Reaction Database (ORD), a public repository of structured organic reaction records. Reactants: ClC1=NC(=C2C(=N1)NN=C2)N2CC1CCC(C2)O1 (6-chloro-4-(8-oxa-3-aza-bicyclo[3.2.1]oct-3-yl)-1H-pyrazolo[3,4-d]pyrimidine), CN(CCO)C (2-(dimethylamino)ethanol), CC(C)OC(=O)/N=N/C(=O)OC(C)C (DIAD). Run in C1CCOC1 (THF). Yields the product C12CN(CC(CC1)O2)C2=C1C(=NC(=N2)Cl)N(N=C1)CCN(C)C (2-(4-(8-oxa-3-azabicyclo[3.2.1]octan-3-yl)-6-chloro-1H-pyrazolo[3,4-d]pyrimidin-1-yl)-N,N-dimethylethanamine). Isolated yield 100.8%. RXN SMILES: [Cl:1][C:2]1[N:7]=[C:6]2[NH:8][N:9]=[CH:10][C:5]2=[C:4]([N:11]2[CH2:17][CH:16]3[O:18][CH:13]([CH2:14][CH2:15]3)[CH2:12]2)[N:3]=1.[CH3:19][N:20]([CH3:24])[CH2:21][CH2:22]O.CC(OC(/N=N/C(OC(C)C)=O)=O)C>C1COCC1>[CH:13]12[O:18][CH:16]([CH2:15][CH2:14]1)[CH2:17][N:11]([C:4]1[N:3]=[C:2]([Cl:1])[N:7]=[C:6]3[N:8]([CH2:22][CH2:21][N:20]([CH3:24])[CH3:19])[N:9]=[CH:10][C:5]=13)[CH2:12]2. Reported procedure: To 6-chloro-4-(8-oxa-3-aza-bicyclo[3.2.1]oct-3-yl)-1H-pyrazolo[3,4-d]pyrimidine (1 g, 3.8 mmol), 2-(dimethylamino)ethanol (0.57 mL, 5.7 mmol) triphenylphosphine (1.5 g, 5.7 mmol) in THF (25 mL) is added DIAD (1.1 mL, 5.7 mmol) in drops over 5 min. After 2 h the mixture is concentrated in vacuo, diluted with ether and extracted with 1N aq HCl (2×). The aqueous layers are neutralized with NaOH and extracted with CH2Cl2. The organic layers are treated with 4N HCl in dioxane and concentrated in vacu... Starting materials: S1CSC(=C1)C(=O)O (1,3-dithiole-4-carboxylic acid), C(C)#N (acetonitrile), N,N'-carbonyldiimidazole, NC1=NC2=NC(=CC=C2C=C1)Cl (2-amino-7-chloro-1,8-naphthyridine). Run in O (water). Yields the product ClC1=CC=C2C=CC(=NC2=N1)NC(=O)C=1SCSC1 (N-(7-Chloro-1,8-naphthyridin-2-yl)- 1,3-dithiole-4-carboxamide). Yield: 38.7%. Reaction SMILES: [S:1]1[CH:5]=[C:4]([C:6]([OH:8])=O)[S:3][CH2:2]1.[NH2:9][C:10]1[CH:19]=[CH:18][C:17]2[C:12](=[N:13][C:14]([Cl:20])=[CH:15][CH:16]=2)[N:11]=1.C(#N)C>O>[Cl:20][C:14]1[N:13]=[C:12]2[C:17]([CH:18]=[CH:19][C:10]([NH:9][C:6]([C:4]3[S:3][CH2:2][S:1][CH:5]=3)=[O:8])=[N:11]2)=[CH:16][CH:15]=1. Procedure details: The procedure is similar to that described in Example 2, but starting with 1,3-dithiole-4-carboxylic acid (4.6 g), N,N'-carbonyldiimidazole (7.5 g) and 2-amino-7-chloro-1,8-naphthyridine (4.2 g). The product obtained by precipitation in water (4.8 g) is taken up with boiling acetonitrile (300 cc), the insoluble material is removed by filtration, and the filtrate is poured into water (500 cc). The precipitate obtained is purified by recrystallization in an acetonitrile/water (5:2 by volume) mixtu... The reactants are COC(C)(C)C, O=C(OC(=O)C(F)(F)F)C(F)(F)F, Cc1cc(C(F)(C(F)(F)F)C(F)(F)F)ccc1NC(=O)c1cccc(I)c1C(=O)O, O. Yields the product Cc1cc(C(F)(C(F)(F)F)C(F)(F)F)ccc1N=C1OC(=O)c2c(I)cccc21. RXN SMILES: [C:45]([O:46][CH3:47])([CH3:48])([CH3:49])[CH3:50].[F:31][C:32]([F:33])([F:34])[C:35]([O:36][C:37](=[O:38])[C:39]([F:40])([F:41])[F:42])=[O:43].[I:1][c:2]1[cH:3][cH:4][cH:5][c:6]([C:11](=[O:12])[NH:13][c:14]2[c:15]([CH3:30])[cH:16][c:17]([C:20]([C:21]([F:22])([F:23])[F:24])([C:25]([F:26])([F:27])[F:28])[F:29])[cH:18][cH:19]2)[c:7]1[C:8](=[O:9])[OH:10].[OH2:44]>>[I:1][c:2]1[cH:3][cH:4][cH:5][c:6]2[c:7]1[C:8](=[O:9])[O:12][C:11]2=[N:13][c:14]1[c:15]([CH3:30])[cH:16][c:17]([C:20]([C:21]([F:22])([F:23])[F:24])([C:25]([F:26])([F:27])[F:28])[F:29])[cH:18][cH:19]1.